From a dataset of the Open Reaction Database (ORD), a public repository of structured organic reaction records. describe an organic reaction: reactants, conditions, products, and yield Starting materials: N(=NC(=O)OC(C)C)C(=O)OC(C)C (Diisopropyl azodicarboxylate), CC1(OB(OC1(C)C)C1=CC=C(C=C1)O)C (4-(4,4,5,5-tetramethyl-1,3,2-dioxaborolan-2-yl)phenol), CC1(COC1)CO ((3-methyloxetan-3-yl)methanol), C1(=CC=CC=C1)P(C1=CC=CC=C1)C1=CC=CC=C1 (triphenylphosphine). The solvent is O1CCCC1 (tetrahydrofuran). Reaction conditions: temperature 30 celsius, time 15 minute. The product is CC1(OB(OC1(C)C)C1=CC=C(C=C1)OCC1(COC1)C)C (4,4,5,5-tetramethyl-2-{4-[(3-methyloxetan-3-yl)methoxy]phenyl}-1,3,2-dioxaborolane). Isolated yield 86.5%. As a reaction SMILES: [CH3:1][C:2]1([CH3:16])[C:6]([CH3:8])([CH3:7])[O:5][B:4]([C:9]2[CH:14]=[CH:13][C:12]([OH:15])=[CH:11][CH:10]=2)[O:3]1.[CH3:17][C:18]1([CH2:22]O)[CH2:21][O:20][CH2:19]1.C1(P(C2C=CC=CC=2)C2C=CC=CC=2)C=CC=CC=1.N(C(OC(C)C)=O)=NC(OC(C)C)=O>O1CCCC1>[CH3:8][C:6]1([CH3:7])[C:2]([CH3:16])([CH3:1])[O:3][B:4]([C:9]2[CH:14]=[CH:13][C:12]([O:15][CH2:17][C:18]3([CH3:22])[CH2:21][O:20][CH2:19]3)=[CH:11][CH:10]=2)[O:5]1. Procedure details: A vial was charged with 4-(4,4,5,5-tetramethyl-1,3,2-dioxaborolan-2-yl)phenol (220 mg, 1.00 mmol), (3-methyloxetan-3-yl)methanol (122 mg, 1.20 mmol), triphenylphosphine (353 mg, 1.50 mmol) and tetrahydrofuran (2 mL). The mixture was stirred at 30° C. for 15 min under nitrogen atmosphere. To the mixture was added Diisopropyl azodicarboxylate (300 mg, 1.50 mmol). The mixture was purged with nitrogen and heated to 50° C. for 17 hrs. The mixture was diluted with ethyl acetate and washed with brine. ... The reactants are CC(C)(C)[Si](C)(C)OCCOc1nccs1, CO, [Na+], O=C([O-])O, Cc1ccc(S(=O)(=O)O)cc1. The product is OCCOc1nccs1. Reaction SMILES: [C:12]([Si:13]([CH3:14])([CH3:15])[O:17][CH2:18][CH2:19][O:20][c:21]1[s:22][cH:23][cH:24][n:25]1)([CH3:16])([CH3:26])[CH3:27].[CH3:33][OH:34].[Na+:32].[O-:28][C:29]([OH:30])=[O:31].[c:1]1([CH3:2])[cH:3][cH:4][c:5]([S:6]([OH:7])(=[O:8])=[O:9])[cH:10][cH:11]1>>[OH:17][CH2:18][CH2:19][O:20][c:21]1[s:22][cH:23][cH:24][n:25]1. Starting materials: ClC1=C(C(=O)O)C=CC(=C1C)Cl (2,4-dichloro-3-methylbenzoic acid), OS(=O)(=O)O (H2SO4), [N+](=O)([O-])[O-].[K+] (KNO3). The product is ClC1=C(C(=O)O)C=C(C(=C1C)Cl)[N+](=O)[O-] (2,4-Dichloro-3-methyl-5-nitrobenzoic acid). Reaction SMILES: [Cl:1][C:2]1[C:10]([CH3:11])=[C:9]([Cl:12])[CH:8]=[CH:7][C:3]=1[C:4]([OH:6])=[O:5].OS(O)(=O)=O.[N+:18]([O-])([O-:20])=[O:19].[K+]>>[Cl:1][C:2]1[C:10]([CH3:11])=[C:9]([Cl:12])[C:8]([N+:18]([O-:20])=[O:19])=[CH:7][C:3]=1[C:4]([OH:6])=[O:5] |f:2.3|. Procedure: 30 g of 2,4-dichloro-3-methylbenzoic acid are initially introduced into 83 ml of concentrated H2SO4. 16.7 g of KNO3 are added in portions, while cooling with ice. The mixture is subsequently warmed at 50° for a further 2 hours and then poured onto ice. The nitro compound is isolated and recrystallized from toluene. Melting point: 152°-4°, yield: 24 g. Yields the product O=C(Nc1ccnc(N2CCN(C3CCCC3)CC2)n1)C1CCCC1. The reactants are C1CCOC1, CC(C)(C)[O-], CO, O=C(Cl)C1CCCC1, Nc1ccnc(N2CCN(C3CCCC3)CC2)n1, [K+], O. Reaction SMILES: [CH2:34]1[O:35][CH2:36][CH2:37][CH2:38]1.[CH3:27][C:28]([CH3:29])([O-:30])[CH3:31].[CH3:39][OH:40].[CH:19]1([C:24](=[O:25])[Cl:26])[CH2:20][CH2:21][CH2:22][CH2:23]1.[CH:1]1([N:6]2[CH2:7][CH2:8][N:9]([c:12]3[n:13][cH:14][cH:15][c:16]([NH2:18])[n:17]3)[CH2:10][CH2:11]2)[CH2:2][CH2:3][CH2:4][CH2:5]1.[K+:32].[OH2:33]>>[CH:1]1([N:6]2[CH2:7][CH2:8][N:9]([c:12]3[n:13][cH:14][cH:15][c:16]([NH:18][C:24]([CH:19]4[CH2:20][CH2:21][CH2:22][CH2:23]4)=[O:25])[n:17]3)[CH2:10][CH2:11]2)[CH2:2][CH2:3][CH2:4][CH2:5]1. Reactants: FS(=O)(=O)O (Fluorosulfonic acid), BrC=1C=CC2=C(C(C3=C(CC2)C=CC=C3)=O)C1 (3-bromo-10,11-dihydro-5H-dibenzo[a,d]cyclohepten-5-one). Run at time 8 hour. Yields the product BrC=1C=CC2=C(C(C3=C(CC2)C=CC(=C3)S(=O)(=O)F)=O)C1 (3-bromo-7-fluorosulfonyl-10,11-dihydro-5H-dibenzo[a,d]cyclohepten-5-one). RXN SMILES: [F:1][S:2]([OH:5])(=O)=[O:3].[Br:6][C:7]1[CH:8]=[CH:9][C:10]2[CH2:16][CH2:15][C:14]3[CH:17]=[CH:18][CH:19]=[CH:20][C:13]=3[C:12](=[O:21])[C:11]=2[CH:22]=1>>[Br:6][C:7]1[CH:8]=[CH:9][C:10]2[CH2:16][CH2:15][C:14]3[CH:17]=[CH:18][C:19]([S:2]([F:1])(=[O:5])=[O:3])=[CH:20][C:13]=3[C:12](=[O:21])[C:11]=2[CH:22]=1. Procedure: Fluorosulfonic acid, 100 ml., is placed in a 300 ml. 3-necked round bottom flask equipped with polyethylene inlet tube and polyethylene exit tube with drying tube half-filled with anhydrous sodium fluoride. A nitrogen atmosphere is maintained throughout the reaction. With stirring, 17.0 g. (0.059 mole) of 3-bromo-10,11-dihydro-5H-dibenzo[a,d]cyclohepten-5-one is added in portions over 20 minutes. After stirring another 10 minutes, the dark green solution is heated on the steam-bath for 61/2 hour... The reactants are CO, COC(=O)c1cc(F)ccc1OCC#Cc1ccc(C(F)(F)F)cc1, [Li+], [OH-], O. The product is O=C(O)c1cc(F)ccc1OCC#Cc1ccc(C(F)(F)F)cc1. Reaction SMILES: [CH3:28][OH:29].[F:1][c:2]1[cH:3][cH:4][c:5]([O:12][CH2:13][C:14]#[C:15][c:16]2[cH:17][cH:18][c:19]([C:22]([F:23])([F:24])[F:25])[cH:20][cH:21]2)[c:6]([C:7](=[O:8])[O:9][CH3:10])[cH:11]1.[Li+:26].[OH-:27].[OH2:30]>>[F:1][c:2]1[cH:3][cH:4][c:5]([O:12][CH2:13][C:14]#[C:15][c:16]2[cH:17][cH:18][c:19]([C:22]([F:23])([F:24])[F:25])[cH:20][cH:21]2)[c:6]([C:7](=[O:8])[OH:9])[cH:11]1.